Dataset: the Open Reaction Database (ORD), a public repository of structured organic reaction records. Task: describe an organic reaction: reactants, conditions, products, and yield The reactants are Cc1c(Br)cccc1CO, ClCCl. Product: Cc1c(Br)cccc1C=O. Reaction SMILES: [Br:1][c:2]1[c:3]([CH3:10])[c:4]([CH2:8][OH:9])[cH:5][cH:6][cH:7]1.[CH2:11]([Cl:12])[Cl:13]>>[Br:1][c:2]1[c:3]([CH3:10])[c:4]([CH:8]=[O:9])[cH:5][cH:6][cH:7]1. The reactants are C(C)(C)(C)OC([C@H]1N(CCC1)C(C(CSC(C)=O)CC1=CC=CC=C1)=O)=O (1-(3-acetylthio-2-benzylpropanoyl)-L-proline tert-butyl ester), C(C)(C)(C)OC([C@H]1N(CCC1SC(C)=O)C(C(C)C)=O)=O (3-acetylthio-2-methylpropanoyl-L-proline tert-butyl ester). Product: C(C)(=O)SCC(C(=O)N1[C@H](C(=O)O)CCC1)CC1=CC=CC=C1 (1-(3-acetylthio-2-benzylpropanoyl)-L-proline). RXN SMILES: C([O:5][C:6](=[O:27])[C@@H:7]1[CH2:11][CH2:10][CH2:9][N:8]1[C:12](=[O:26])[CH:13]([CH2:19][C:20]1[CH:25]=[CH:24][CH:23]=[CH:22][CH:21]=1)[CH2:14][S:15][C:16](=[O:18])[CH3:17])(C)(C)C.C(OC(=O)[C@@H]1C(SC(=O)C)CCN1C(=O)C(C)C)(C)(C)C>>[C:16]([S:15][CH2:14][CH:13]([CH2:19][C:20]1[CH:21]=[CH:22][CH:23]=[CH:24][CH:25]=1)[C:12]([N:8]1[CH2:9][CH2:10][CH2:11][C@H:7]1[C:6]([OH:27])=[O:5])=[O:26])(=[O:18])[CH3:17]. Reported procedure: The product of Example 38 is substituted for the 1-(3-acetylthio-2-methylpropanoyl-L-proline tert-butyl ester in the Procedure A of Example 29 to obtain 1-(3-acetylthio-2-benzylpropanoyl)-L-proline. Reactants: COC(C1=CC=C(C=C1)OCCCCCCCCCCCCCCCCCC)=O (Methyl-4-octadecyloxy-benzoate), CCOC(=O)/N=N/C(=O)OCC (DEAD), COC(=O)C1=CC=C(C=C1)C1=CC(=C(C=C1)O)[N+](=O)[O-] (Methyl-4'-(hydroxy)-3'-(nitro)-4-biphenylcarboxylate), R-2-decanol. The solvent is CCOCC (ether). Product: COC(=O)C1=CC=C(C=C1)C1=CC(=C(C=C1)O[C@H](CCCCCCCC)C)[N+](=O)[O-] ((S)-Methyl-4'-(1-methylnonyloxy)-3'-(nitro)-4-biphenylcarboxylate). Isolated yield 66.0%. RXN SMILES: CCOC(/N=N/C(OCC)=O)=O.[CH3:13][O:14][C:15]([C:17]1[CH:22]=[CH:21][C:20]([C:23]2[CH:28]=[CH:27][C:26]([OH:29])=[C:25]([N+:30]([O-:32])=[O:31])[CH:24]=2)=[CH:19][CH:18]=1)=[O:16].COC(=O)C1C=CC(O[CH2:43][CH2:44][CH2:45][CH2:46][CH2:47][CH2:48][CH2:49][CH2:50][CH2:51][CH2:52]CCCCCCCC)=CC=1>CCOCC>[CH3:13][O:14][C:15]([C:17]1[CH:18]=[CH:19][C:20]([C:23]2[CH:28]=[CH:27][C:26]([O:29][C@@H:44]([CH3:43])[CH2:45][CH2:46][CH2:47][CH2:48][CH2:49][CH2:50][CH2:51][CH3:52])=[C:25]([N+:30]([O-:32])=[O:31])[CH:24]=2)=[CH:21][CH:22]=1)=[O:16]. Reported procedure: DEAD (323 mg, 1.85 mmol), phenol 40 (440 mg, 1.61 mmol), R-2-decanol (268 mg, 1.69 mmol), and TPP (486 mg, 1.85 mmol) in 16 ml anhydrous ether were reacted according to the procedure for compound 35a. The crude product was concentrated and purified via flash chromatography over silica gel with gradual elutions from 95/5 to 65/35 (Hex/EtOAc). Evaporation of the solvent yielded 439 mg (66%) of a yellow solid. Starting materials: BrC1=C(C=CC(=C1)Br)O (2,4-dibromophenol), BrC1=C(C=CC(=C1)Br)OP(=O)(OC1=C(C=C(C=C1)Br)Br)OC1=C(C=C(C=C1)Br)Br (tris-(2,4-dibromophenyl)phosphate), solution, CCCCCCC (n-heptane), ester. Solvent: C1(=CC=CC=C1)C (toluene). Yields the product CCCCCCC.C1(=CC=CC=C1)C (n-Heptane Toluene). Reaction SMILES: BrC1C=C(Br)C=CC=1OP(OC1C=CC(Br)=CC=1Br)(OC1C=CC(Br)=CC=1Br)=O.[CH3:30][CH2:31][CH2:32][CH2:33][CH2:34][CH2:35][CH3:36].BrC1C=C(Br)C=CC=1O>C1(C)C=CC=CC=1>[CH3:30][CH2:31][CH2:32][CH2:33][CH2:34][CH2:35][CH3:36].[C:31]1([CH3:30])[CH:36]=[CH:35][CH:34]=[CH:33][CH:32]=1 |f:4.5|. Procedure: Two hundred and eighty-four grams of crude tris-(2,4-dibromophenyl)phosphate were mixed with 808 grams of a solution of 85% n-heptane and 15% toluene as above. The liquid portion weighed 733 grams and contained 0.047% 2,4-dibromophenol, 1.45% ester product and 0.06% chloridates. Starting materials: BrC=1C=CC2=C(C3=NNC=C3CCO2)C1 (9-bromo-4,5-dihydro-2H-6-oxa-1,2-diaza-benzo[e]azulene), C(C)(C)N1C(=NN=C1)S(=O)(=O)C (4-isopropyl-3-methanesulfonyl-4H-[1,2,4]triazole), C([O-])([O-])=O.[Cs+].[Cs+] (cesium carbonate). Solvent: C1CCOC1 (THF). Conditions: temperature 150 celsius. The product is BrC=1C=CC2=C(C3=NN(C=C3CCO2)C2=NN=CN2C(C)C)C1 (9-bromo-2-(4-isopropyl-4H-[1,2,4]triazol-3-yl)-4,5-dihydro-2H-6-oxa-1,2-diaza-benzo[e]azulene). The yield is 43.2%. As a reaction SMILES: [Br:1][C:2]1[CH:3]=[CH:4][C:5]2[O:14][CH2:13][CH2:12][C:11]3[C:7](=[N:8][NH:9][CH:10]=3)[C:6]=2[CH:15]=1.[CH:16]([N:19]1[CH:23]=[N:22][N:21]=[C:20]1S(C)(=O)=O)([CH3:18])[CH3:17].C(=O)([O-])[O-].[Cs+].[Cs+]>C1COCC1>[Br:1][C:2]1[CH:3]=[CH:4][C:5]2[O:14][CH2:13][CH2:12][C:11]3[C:7](=[N:8][N:9]([C:20]4[N:19]([CH:16]([CH3:18])[CH3:17])[CH:23]=[N:22][N:21]=4)[CH:10]=3)[C:6]=2[CH:15]=1 |f:2.3.4|. Procedure: To a microwave vial were charged 9-bromo-4,5-dihydro-2H-6-oxa-1,2-diaza-benzo[e]azulene (200 mg, 0.755 mmol), 4-isopropyl-3-methanesulfonyl-4H-[1,2,4]triazole (143 mg, 0.755 mmol), cesium carbonate (246 mg, 0.755 mmol) and THF (2 mL). The reaction mixture was heated to 150° C. for 2 h then extracted with ethyl acetate (20 mL), washed with water (20 mL), dried (Na2SO4), filtered and concentrated in vacuo. The resultant residue was subjected to flash chromatography (SiO2, gradient 0 to 100% ethyl ... The reactants are C(CCC)OC(C1=C(C=CC(=C1)CCC1=C(C=CC(=C1)OC)OC)NC(C)=O)=O (5-[2-(2,5-dimethoxyphenyl)ethyl]-2-acetylamino-benzoic acid butylester), [Br-].[Li+] (lithium bromide), N12CCCCCC2=NCCC1 (1,8-diazabicyclo[5.4.0]undec-7-en). The solvent is C(C)O (ethanol). Yields the product C(C)OC(C1=C(C=CC(=C1)CCC1=C(C=CC(=C1)OC)OC)NC(C)=O)=O (5-[2-(2,5-Dimethoxyphenyl)ethyl]-2-acetylamino Benzoic Acid Ethylester). RXN SMILES: [CH2:1]([O:5][C:6](=[O:29])[C:7]1[CH:12]=[C:11]([CH2:13][CH2:14][C:15]2[CH:20]=[C:19]([O:21][CH3:22])[CH:18]=[CH:17][C:16]=2[O:23][CH3:24])[CH:10]=[CH:9][C:8]=1[NH:25][C:26](=[O:28])[CH3:27])[CH2:2]CC.[Br-].[Li+].N12CCCN=C1CCCCC2>C(O)C>[CH2:1]([O:5][C:6](=[O:29])[C:7]1[CH:12]=[C:11]([CH2:13][CH2:14][C:15]2[CH:20]=[C:19]([O:21][CH3:22])[CH:18]=[CH:17][C:16]=2[O:23][CH3:24])[CH:10]=[CH:9][C:8]=1[NH:25][C:26](=[O:28])[CH3:27])[CH3:2] |f:1.2|. Procedure details: A mixture of 93 mg of 5-[2-(2,5-dimethoxyphenyl)ethyl]-2-acetylamino-benzoic acid butylester, 100 mg of lithium bromide, 55 mg of 1,8-diazabicyclo[5.4.0]undec-7-en and 4 ml of dry ethanol is heated to reflux for 3 hours. After neutralisation with 0.1 N aqueous hydrochloric acid, the mixture is extracted with ethyl acetate. The combined organic extracts are dried over magnesium sulfate and concentrated in vacuo. The pure title compound is obtained by silica gel chromatography (hexane/ethyl acetat... Starting materials: C(=O)(C(F)(F)F)O (TFA), N([C@@H](COCC1=CC=CC=C1)C(=O)N[C@@H](CC1=CN(C=N1)S(=O)(=O)C1=CC=C(C)C=C1)C(=O)N[C@@H](CCCCNC(=O)OCC1=CC=CC=C1)C(=O)OCC1=CC=CC=C1)C(=O)OC(C)(C)C (Boc-Ser(Bzl)-His(Tos)-Lys(Z)-OBzl), ( iv ). The solvent is C(Cl)Cl (methylene chloride). Product: N[C@@H](COCC1=CC=CC=C1)C(=O)N[C@@H](CC1=CN(C=N1)S(=O)(=O)C1=CC=C(C)C=C1)C(=O)N[C@@H](CCCCNC(=O)OCC1=CC=CC=C1)C(=O)OCC1=CC=CC=C1 (Ser(Bzl)-His(Tos)-Lys(Z)-OBzl). Isolated yield 96.4%. Reaction SMILES: C(O)(C(F)(F)F)=O.[NH:8](C(OC(C)(C)C)=O)[C@H:9]([C:19]([NH:21][C@H:22]([C:39]([NH:41][C@H:42]([C:58]([O:60][CH2:61][C:62]1[CH:67]=[CH:66][CH:65]=[CH:64][CH:63]=1)=[O:59])[CH2:43][CH2:44][CH2:45][CH2:46][NH:47][C:48]([O:50][CH2:51][C:52]1[CH:57]=[CH:56][CH:55]=[CH:54][CH:53]=1)=[O:49])=[O:40])[CH2:23][C:24]1[N:28]=[CH:27][N:26]([S:29]([C:32]2[CH:38]=[CH:37][C:35]([CH3:36])=[CH:34][CH:33]=2)(=[O:31])=[O:30])[CH:25]=1)=[O:20])[CH2:10][O:11][CH2:12][C:13]1[CH:18]=[CH:17][CH:16]=[CH:15][CH:14]=1>C(Cl)Cl>[NH2:8][C@H:9]([C:19]([NH:21][C@H:22]([C:39]([NH:41][C@H:42]([C:58]([O:60][CH2:61][C:62]1[CH:63]=[CH:64][CH:65]=[CH:66][CH:67]=1)=[O:59])[CH2:43][CH2:44][CH2:45][CH2:46][NH:47][C:48]([O:50][CH2:51][C:52]1[CH:53]=[CH:54][CH:55]=[CH:56][CH:57]=1)=[O:49])=[O:40])[CH2:23][C:24]1[N:28]=[CH:27][N:26]([S:29]([C:32]2[CH:38]=[CH:37][C:35]([CH3:36])=[CH:34][CH:33]=2)(=[O:30])=[O:31])[CH:25]=1)=[O:20])[CH2:10][O:11][CH2:12][C:13]1[CH:14]=[CH:15][CH:16]=[CH:17][CH:18]=1. Procedure: 150 ml of TFA was added to 87.7 g of Boc-Ser(Bzl)-His(Tos)-Lys(Z)-OBzl dissolved in 130 ml of methylene chloride under cooling with ice, and the mixture was stirred at the same temperature for an hour and then at room temperature for an hour. Thereafter, procedures similar to those in (iv) in Example 1 were conducted to obtain 75.5 g of Compound 1.